This data is from the Open Reaction Database (ORD), a public repository of structured organic reaction records. The task is: describe an organic reaction: reactants, conditions, products, and yield RXN SMILES: [H-:2].[NH:12]([c:13]1[cH:14][cH:15][cH:16][cH:17][cH:18]1)[c:19]1[n:20](-[c:35]2[cH:36][cH:37][cH:38][cH:39][cH:40]2)[c:21]2[n:22][c:23]([Cl:34])[cH:24][c:25]([C:30]([F:31])([F:32])[F:33])[c:26]2[c:27](=[O:29])[cH:28]1.[Na+:1].[O:41]=[CH:42][N:43]([CH3:44])[CH3:45].[OH:3][CH2:4][CH2:5][N:6]1[C:7](=[O:11])[CH2:8][CH2:9][CH2:10]1>>[O:3]([CH2:4][CH2:5][N:6]1[C:7](=[O:11])[CH2:8][CH2:9][CH2:10]1)[c:23]1[n:22][c:21]2[n:20](-[c:35]3[cH:36][cH:37][cH:38][cH:39][cH:40]3)[c:19]([NH:12][c:13]3[cH:14][cH:15][cH:16][cH:17][cH:18]3)[cH:28][c:27](=[O:29])[c:26]2[c:25]([C:30]([F:31])([F:32])[F:33])[cH:24]1. The product is O=C1CCCN1CCOc1cc(C(F)(F)F)c2c(=O)cc(Nc3ccccc3)n(-c3ccccc3)c2n1. The reactants are [H-], O=c1cc(Nc2ccccc2)n(-c2ccccc2)c2nc(Cl)cc(C(F)(F)F)c12, [Na+], CN(C)C=O, O=C1CCCN1CCO.